This data is from the Open Reaction Database (ORD), a public repository of structured organic reaction records. The task is: describe an organic reaction: reactants, conditions, products, and yield Reactants: P(Br)(Br)Br (PBr3), BrC=1C(=CC2=CC=CC=C2C1)CO (3-bromo-2-naphthalenyl methanol). Run in C(C)OCC (diethyl ether). Run at time 1 hour. Product: BrC=1C(=CC2=CC=CC=C2C1)CBr (3-bromo-2-bromomethylnaphthalene). Reaction SMILES: P(Br)(Br)[Br:2].[Br:5][C:6]1[C:7]([CH2:16]O)=[CH:8][C:9]2[C:14]([CH:15]=1)=[CH:13][CH:12]=[CH:11][CH:10]=2>C(OCC)C>[Br:5][C:6]1[C:7]([CH2:16][Br:2])=[CH:8][C:9]2[C:14]([CH:15]=1)=[CH:13][CH:12]=[CH:11][CH:10]=2. Reported procedure: PBr3 (3.7 mL, 0.039 mol) was added dropwise to a suspension of 3-bromo-2-naphthalenyl methanol (8.55 g, 0.036 mol) and diethyl ether (80 mL) at 0° C. After 1 hour, the reaction was concentrated and partitioned between CH2Cl2 and H2O. The organic layer was separated and dried over MgSO4. Concentration in vacuo afforded 3-bromo-2-bromomethylnaphthalene as a crude product (10.6 g). The crude product was flash chromatographed on silica gel to afford the pure product as an off-white powder (6.0 g, m.... The reactants are [BH4-], CO, NCCC1CCCC1, NC(=O)c1ccc(Oc2ccc(C=O)cc2)nc1, [Na+]. Product: NC(=O)c1ccc(Oc2ccc(CNCCC3CCCC3)cc2)nc1. As a reaction SMILES: [BH4-:27].[CH3:29][OH:30].[CH:19]1([CH2:24][CH2:25][NH2:26])[CH2:20][CH2:21][CH2:22][CH2:23]1.[CH:1](=[O:2])[c:3]1[cH:4][cH:5][c:6]([O:7][c:8]2[n:9][cH:10][c:11]([C:12](=[O:13])[NH2:14])[cH:15][cH:16]2)[cH:17][cH:18]1.[Na+:28]>>[CH2:1]([c:3]1[cH:4][cH:5][c:6]([O:7][c:8]2[n:9][cH:10][c:11]([C:12](=[O:13])[NH2:14])[cH:15][cH:16]2)[cH:17][cH:18]1)[NH:26][CH2:25][CH2:24][CH:19]1[CH2:20][CH2:21][CH2:22][CH2:23]1. Starting materials: [Al+3], [H-], [H-], [H-], [H-], [Li+], [Na+], [Na+], O=S(=O)([O-])[O-], C1CCOC1, CCOC(=O)c1ccc2nc(C)n(Cc3ccc(-c4ccccc4)cc3)c2c1. The product is Cc1nc2ccc(CO)cc2n1Cc1ccc(-c2ccccc2)cc1. RXN SMILES: [Al+3:31].[H-:29].[H-:32].[H-:33].[H-:34].[Li+:30].[Na+:35].[Na+:36].[O-:37][S:38](=[O:39])(=[O:40])[O-:41].[O:42]1[CH2:43][CH2:44][CH2:45][CH2:46]1.[c:1]1(-[c:23]2[cH:24][cH:25][cH:26][cH:27][cH:28]2)[cH:2][cH:3][c:4]([CH2:7][n:8]2[c:9]([CH3:22])[n:10][c:11]3[c:12]2[cH:13][c:14]([C:17](=[O:18])[O:19][CH2:20][CH3:21])[cH:15][cH:16]3)[cH:5][cH:6]1>>[c:1]1(-[c:23]2[cH:24][cH:25][cH:26][cH:27][cH:28]2)[cH:2][cH:3][c:4]([CH2:7][n:8]2[c:9]([CH3:22])[n:10][c:11]3[c:12]2[cH:13][c:14]([CH2:17][OH:18])[cH:15][cH:16]3)[cH:5][cH:6]1.